Dataset: the Open Reaction Database (ORD), a public repository of structured organic reaction records. Task: describe an organic reaction: reactants, conditions, products, and yield Starting materials: C(#N)CCC(=S)NC1[C@@H]2N(C(=C(CS2)OC)C(=O)O)C1=O (7-Cyanomethylthioacetamido-3-methoxy-3-cephem-4-carboxylic acid), [K+].[Br-] (KBr), CO (methanol), C(CCCCC)(=O)OCC.[K] (potassium 2-ethyl hexanoate). Solvent: CCOCC (ether). Product: [K+].C(#N)CCC(=S)NC1[C@@H]2N(C(=C(CS2)OC)C(=O)[O-])C1=O (7-Cyanomethylthioacetamido-3-methoxy-3-cephem-4-carboxylic Acid Potassium Salt). As a reaction SMILES: [C:1]([CH2:3][CH2:4][C:5]([NH:7][CH:8]1[C:20](=[O:21])[N:10]2[C:11]([C:17]([OH:19])=[O:18])=[C:12]([O:15][CH3:16])[CH2:13][S:14][C@H:9]12)=[S:6])#[N:2].CO.C(OCC)(=O)CCCCC.[K].[K+:35].[Br-]>CCOCC>[K+:35].[C:1]([CH2:3][CH2:4][C:5]([NH:7][CH:8]1[C:20](=[O:21])[N:10]2[C:11]([C:17]([O-:19])=[O:18])=[C:12]([O:15][CH3:16])[CH2:13][S:14][C@H:9]12)=[S:6])#[N:2] |f:2.3,4.5,7.8,^1:33|. Reported procedure: 7-Cyanomethylthioacetamido-3-methoxy-3-cephem-4-carboxylic acid (35 mg.) is dissolved in 1 ml. of methanol and 50 μ l of 2.5 M potassium 2-ethyl hexanoate is added. Addition of ether causes precipitation of a very hygroscopic solid. All solvent is removed in vacuo from the mixture and the residue is solidified by the addition of acetonitrile. The desired potassium salt is collected by filtration and dried yielding 19 mg; NMR (DMSO d6 δ) 3.43 (m, CH2),3.52 (s, NCCH2SCH2CO--) 3.76 (s,OCH3), 4.10 (... Reactants: C1CCOC1 (THF), C(C1=CC=CC=C1)OC(N(CC1=CC=C(C=C1)[N+](=O)[O-])C1CCCCC1)=O (cyclohexyl(4-nitrobenzyl)carbamic acid benzyl ester), O.NN (hydrazine monohydrate). The reagents and catalysts are O.O.O.O.O.O.[Fe](Cl)(Cl)Cl (iron trichloride hexahydrate). Run in CO (methanol). Product: C(C1=CC=CC=C1)OC(N(C1CCCCC1)CC1=CC=C(C=C1)N)=O ((4-aminobenzyl)cyclohexylcarbamic acid benzyl ester). Yield: 101.0%. Reaction SMILES: [CH2:1]([O:8][C:9](=[O:27])[N:10]([CH:21]1[CH2:26][CH2:25][CH2:24][CH2:23][CH2:22]1)[CH2:11][C:12]1[CH:17]=[CH:16][C:15]([N+:18]([O-])=O)=[CH:14][CH:13]=1)[C:2]1[CH:7]=[CH:6][CH:5]=[CH:4][CH:3]=1.C1COCC1.O.NN>CO.O.O.O.O.O.O.[Fe](Cl)(Cl)Cl>[CH2:1]([O:8][C:9](=[O:27])[N:10]([CH2:11][C:12]1[CH:17]=[CH:16][C:15]([NH2:18])=[CH:14][CH:13]=1)[CH:21]1[CH2:22][CH2:23][CH2:24][CH2:25][CH2:26]1)[C:2]1[CH:7]=[CH:6][CH:5]=[CH:4][CH:3]=1 |f:2.3,5.6.7.8.9.10.11|. Reported procedure: The compound (1.24 g) obtained in Example 87-1 was dissolved in methanol (12 ml) and THF (6.2 ml) and added with activated carbon (124 mg) and iron trichloride hexahydrate (12.4 mg), followed by thermal reflux for 0.5 hour. After standing to cool, the solution was added with hydrazine monohydrate (0.89 ml) and then subjected to thermal reflux for 3 hours. After completion of the reaction, the resultant was filtrated through Celite and the solvent was then distilled off. The residue was dissolved... Reactants: BrC1=CC2=C(C=3N=C(SC3CCO2)C=2N(N=CN2)CCN2CCOCC2)C=C1 (8-bromo-2-[2-(2-morpholin-4-yl-ethyl)-2H-[1,2,4]triazol-3-yl]-4,5-dihydro-6-oxa-3-thia-1-aza-benzo[e]azulene), O1C(CCCC1)OCCN1N=CC(=C1)B1OC(C(O1)(C)C)(C)C (1-[2-(Tetrahydro-pyran-2-yloxy)-ethyl]-4-(4,4,5,5-tetramethyl-[1,3,2]dioxaborolan-2-yl)-1H-pyrazole). Yields the product N1(CCOCC1)CCN1N=CN=C1C=1SC=2CCOC3=C(C2N1)C=CC(=C3)C=3C=NN(C3)CCO (2-(4-{2-[2-(2-Morpholin-4-yl-ethyl)-2H-[1,2,4]triazol-3-yl]-4,5-dihydro-6-oxa-3-thia-1-aza-benzo[e]azulen-8-yl}-pyrazol-1-yl)-ethanol). Reaction SMILES: Br[C:2]1[CH:28]=[CH:27][C:5]2[C:6]3[N:7]=[C:8]([C:14]4[N:15]([CH2:19][CH2:20][N:21]5[CH2:26][CH2:25][O:24][CH2:23][CH2:22]5)[N:16]=[CH:17][N:18]=4)[S:9][C:10]=3[CH2:11][CH2:12][O:13][C:4]=2[CH:3]=1.O1CCCCC1[O:35][CH2:36][CH2:37][N:38]1[CH:42]=[C:41](B2OC(C)(C)C(C)(C)O2)[CH:40]=[N:39]1>>[N:21]1([CH2:20][CH2:19][N:15]2[C:14]([C:8]3[S:9][C:10]4[CH2:11][CH2:12][O:13][C:4]5[CH:3]=[C:2]([C:41]6[CH:40]=[N:39][N:38]([CH2:37][CH2:36][OH:35])[CH:42]=6)[CH:28]=[CH:27][C:5]=5[C:6]=4[N:7]=3)=[N:18][CH:17]=[N:16]2)[CH2:22][CH2:23][O:24][CH2:25][CH2:26]1. Reported procedure: Following the procedure for 258, 8-bromo-2-[2-(2-morpholin-4-yl-ethyl)-2H-[1,2,4]triazol-3-yl]-4,5-dihydro-6-oxa-3-thia-1-aza-benzo[e]azulene was reacted with 1-[2-(Tetrahydro-pyran-2-yloxy)-ethyl]-4-(4,4,5,5-tetramethyl-[1,3,2]dioxaborolan-2-yl)-1H-pyrazole to give 467. MS(ESI+) 494.1. 1H NMR (400 MHz, DMSO) δ 8.34 (d, J=8.3, 1H), 8.23 (s, 1H), 8.11 (s, 1H), 7.95 (s, 1H), 7.38 (dd, J=8.3, 1.7, 1H), 7.30 (d, J=1.7, 1H), 4.95 (t, J=6.5, 2H), 4.91 (t, J=5.3, 1H), 4.39 (t, J=5.0, 2H), 4.16 (t, J=5.... Starting materials: CC(C)CI, CCOC(=O)CCc1cc(F)c(OCc2cccc(O)c2)c(F)c1, [H-], [Na+], CN(C)C=O, O. Yields the product CCOC(=O)CCc1cc(F)c(OCc2cccc(OCC(C)C)c2)c(F)c1. RXN SMILES: [CH2:25]([CH:26]([CH3:27])[CH3:28])[I:29].[F:1][c:2]1[cH:3][c:4]([CH2:18][CH2:19][C:20](=[O:21])[O:22][CH2:23][CH3:24])[cH:5][c:6]([F:17])[c:7]1[O:8][CH2:9][c:10]1[cH:11][c:12]([OH:16])[cH:13][cH:14][cH:15]1.[H-:30].[Na+:31].[O:33]=[CH:34][N:35]([CH3:36])[CH3:37].[OH2:32]>>[F:1][c:2]1[cH:3][c:4]([CH2:18][CH2:19][C:20](=[O:21])[O:22][CH2:23][CH3:24])[cH:5][c:6]([F:17])[c:7]1[O:8][CH2:9][c:10]1[cH:11][c:12]([O:16][CH2:25][CH:26]([CH3:27])[CH3:28])[cH:13][cH:14][cH:15]1.